From a dataset of the Open Reaction Database (ORD), a public repository of structured organic reaction records. describe an organic reaction: reactants, conditions, products, and yield The reactants are S(=O)(=O)([O-])[O-].[Na+].[Na+] (sodium sulfate), COC1=C(C=C(C(=C1)N)OC)N (2,5-dimethoxy paraphenylene diamine), S(=O)(=O)([O-])[O-].[Na+].[Na+] (sodium sulfate). The reagents and catalysts are [Ag]=O (silver oxide). The solvent is C(C)(C)OC(C)C (isopropyl ether). Product: COC=1C(C=C(C(C1)=N)OC)=N (2,5-dimethoxy benzoquinone diimine). Reaction SMILES: [CH3:1][O:2][C:3]1[CH:8]=[C:7]([NH2:9])[C:6]([O:10][CH3:11])=[CH:5][C:4]=1[NH2:12].S([O-])([O-])(=O)=O.[Na+].[Na+]>[Ag]=O.C(OC(C)C)(C)C>[CH3:11][O:10][C:6]1[C:7](=[NH:9])[CH:8]=[C:3]([O:2][CH3:1])[C:4](=[NH:12])[CH:5]=1 |f:1.2.3|. Procedure details: 0.06 mole (10 g) 2,5-dimethoxy paraphenylene diamine is introduced into a liter of anhydrous isopropyl ether. 21 g silver oxide and 48 g anhydrous sodium sulfate are then added to the same. The resulting mixture is heated at reflux for 6 hours, while maintaining good agitation. After cooling the reaction mixture the sodium sulfate and the silver are filtered out and the filtrate is evaporated to dryness under vacuum. The dry residue which is the above diimine, after recrystallization from a benz...